This data is from the Open Reaction Database (ORD), a public repository of structured organic reaction records. The task is: describe an organic reaction: reactants, conditions, products, and yield Reactants: ClC=1OC(=C(N1)C1=CC=CC=C1)C1=CC=C(C=C1)S(=O)(=O)N (4-[2-chloro-4-phenyl-5-oxazolyl]benzenesulfonamide), CN(C)C=O (DMF), C([O-])([O-])=O.[K+].[K+] (potassium carbonate), OC=1C=C(C=CC1)C1OCCC(C1)OC ((3-hydroxyphenyl)-4-methoxy-3,4,5,6-tetrahydro-2H-pyran). Run in C(C)(=O)OCC (ethyl acetate). The product is COC1(CCOCC1)C=1C=C(OC=2OC(=C(N2)C2=CC=CC=C2)C2=CC=C(C=C2)S(=O)(=O)N)C=CC1 (4-[2-(3-(4-methoxy-3,4,5,6-tetrahydro-2H-pyran-4-yl)phenoxy)-4-phenyl-5-oxazolyl]benzenesulfonamide). The yield is 44.0%. As a reaction SMILES: Cl[C:2]1[O:3][C:4]([C:13]2[CH:18]=[CH:17][C:16]([S:19]([NH2:22])(=[O:21])=[O:20])=[CH:15][CH:14]=2)=[C:5]([C:7]2[CH:12]=[CH:11][CH:10]=[CH:9][CH:8]=2)[N:6]=1.[CH3:23]N(C=O)C.C(=O)([O-])[O-].[K+].[K+].[OH:34][C:35]1[CH:36]=[C:37]([CH:41]2[CH2:46][CH:45]([O:47][CH3:48])C[CH2:43][O:42]2)[CH:38]=[CH:39][CH:40]=1>C(OCC)(=O)C>[CH3:43][O:42][C:41]1([C:37]2[CH:36]=[C:35]([CH:40]=[CH:39][CH:38]=2)[O:34][C:2]2[O:3][C:4]([C:13]3[CH:18]=[CH:17][C:16]([S:19]([NH2:22])(=[O:21])=[O:20])=[CH:15][CH:14]=3)=[C:5]([C:7]3[CH:12]=[CH:11][CH:10]=[CH:9][CH:8]=3)[N:6]=2)[CH2:46][CH2:45][O:47][CH2:48][CH2:23]1 |f:2.3.4|. Procedure: 4-(2-Chloro-4-phenyl-5-oxazolyl]benzenesulfonamide from Example 4, Step 3, (0.6 g, 1.8 mmol), DMF (20 mL), potassium carbonate (0.5 g, 3.6 mmol), and 4 (3-hydroxyphenyl)-4-methoxy-3,4,5,6-tetrahydro-2H-pyran (0.37 g, 1.8 mmol) [prepared as described by G. C. Crawley, et al, J. Med. Chem., 35, 2600–2609 (1992)] were stirred at room temperature for 16.0 hours. The solution was diluted with ethyl acetate (100 mL), washed with 1N HCl, brine and water, dried over MgSO4 and concentrated. The residue w... Reactants: Brc1cccc(Br)n1, [H-], Oc1ccc(CN2CCCC2)cc1, [Na+], CN(C)C=O, O. The product is Brc1cccc(Oc2ccc(CN3CCCC3)cc2)n1. RXN SMILES: [Br:16][c:17]1[n:18][c:19]([Br:23])[cH:20][cH:21][cH:22]1.[H-:2].[N:3]1([CH2:8][c:9]2[cH:10][cH:11][c:12]([OH:15])[cH:13][cH:14]2)[CH2:4][CH2:5][CH2:6][CH2:7]1.[Na+:1].[O:25]=[CH:26][N:27]([CH3:28])[CH3:29].[OH2:24]>>[N:3]1([CH2:8][c:9]2[cH:10][cH:11][c:12]([O:15][c:19]3[n:18][c:17]([Br:16])[cH:22][cH:21][cH:20]3)[cH:13][cH:14]2)[CH2:4][CH2:5][CH2:6][CH2:7]1. The product is CC(C)(C)OC(=O)N1CCC(Oc2ccc(N)cc2)CC1. As a reaction SMILES: [C:1]([CH3:2])([CH3:3])([CH3:4])[O:5][C:6](=[O:7])[N:8]1[CH2:9][CH2:10][CH:11]([O:14][c:15]2[cH:16][cH:17][c:18]([N+:21]([O-:22])=[O:23])[cH:19][cH:20]2)[CH2:12][CH2:13]1.[CH3:24][OH:25]>>[C:1]([CH3:2])([CH3:3])([CH3:4])[O:5][C:6](=[O:7])[N:8]1[CH2:9][CH2:10][CH:11]([O:14][c:15]2[cH:16][cH:17][c:18]([NH2:21])[cH:19][cH:20]2)[CH2:12][CH2:13]1. Starting materials: CC(C)(C)OC(=O)N1CCC(Oc2ccc([N+](=O)[O-])cc2)CC1, CO. Reactants: OC=1C=C(C(C=O)=CC1)O (4-hydroxysalicylaldehyde), COC1=C(C=C(CS(=O)(=O)CC(=O)O)C=C1)[N+](=O)[O-] (2-(4-methoxy-3-nitrobenzylsulfonyl)acetic acid). The solvent is C(C)(=O)O (acetic acid). Product: COC1=C(C=C(CS(=O)(=O)C=2C(OC3=CC(=CC=C3C2)O)=O)C=C1)[N+](=O)[O-] (3-(4-Methoxy-3-nitrobenzylsulfonyl)-7-hydroxy-2H-chromen-2-one). The yield is 62.0%. RXN SMILES: [OH:1][C:2]1[CH:3]=[C:4]([OH:10])[C:5](=[CH:8][CH:9]=1)[CH:6]=O.[CH3:11][O:12][C:13]1[CH:26]=[CH:25][C:16]([CH2:17][S:18]([CH2:21][C:22](O)=[O:23])(=[O:20])=[O:19])=[CH:15][C:14]=1[N+:27]([O-:29])=[O:28]>C(O)(=O)C>[CH3:11][O:12][C:13]1[CH:26]=[CH:25][C:16]([CH2:17][S:18]([C:21]2[C:22](=[O:23])[O:10][C:4]3[C:5]([CH:6]=2)=[CH:8][CH:9]=[C:2]([OH:1])[CH:3]=3)(=[O:19])=[O:20])=[CH:15][C:14]=1[N+:27]([O-:29])=[O:28]. Procedure details: A solution of 4-hydroxysalicylaldehyde (1 mmol) and 2-(4-methoxy-3-nitrobenzylsulfonyl)acetic acid (1 mmol) in acetic acid (10 mL) was subjected to the General Procedure 2, Method A to generate a 62% yield of the title compound; m.p. 126-128° C.